From a dataset of the Open Reaction Database (ORD), a public repository of structured organic reaction records. describe an organic reaction: reactants, conditions, products, and yield The reactants are solution, Cl (hydrogen chloride), ClC1=C(C=CC=C1)C=1N=C(SC1)N1CCN(CC1)C(=O)OC(C)(C)C (tert-butyl 4-[4-(2-chlorophenyl)-1,3-thiazol-2-yl]piperazine-1-carboxylate). Run in C(C)(=O)OCC (ethyl acetate), C(C)(=O)OCC (ethyl acetate). Reaction conditions: time 5 hour. Yields the product ClC1=C(C=CC=C1)C=1N=C(SC1)N1CCNCC1 (1-[4-(2-Chlorophenyl)-1,3-thiazol-2-yl]piperazine). The yield is 67.9%. As a reaction SMILES: Cl.[Cl:2][C:3]1[CH:8]=[CH:7][CH:6]=[CH:5][C:4]=1[C:9]1[N:10]=[C:11]([N:14]2[CH2:19][CH2:18][N:17](C(OC(C)(C)C)=O)[CH2:16][CH2:15]2)[S:12][CH:13]=1>C(OCC)(=O)C>[Cl:2][C:3]1[CH:8]=[CH:7][CH:6]=[CH:5][C:4]=1[C:9]1[N:10]=[C:11]([N:14]2[CH2:15][CH2:16][NH:17][CH2:18][CH2:19]2)[S:12][CH:13]=1. Procedure details: A 4 N solution (100 ml) of hydrogen chloride in ethyl acetate was added to a solution of tert-butyl 4-[4-(2-chlorophenyl)-1,3-thiazol-2-yl]piperazine-1-carboxylate (4.15 g, 10.9 mmol) in ethyl acetate (100 ml), the mixture was stirred at room temperature for 5 hours, and the solvent was distilled off under reduced pressure. The residue was dissolved in water, neutralized with a 1 N sodium hydroxide aqueous solution, and extracted with chloroform. The extract was washed with water, and dried over... Reactants: C1CCOC1, COc1ccc(B(O)O)cc1C12CC3CC(CC(C3)C1)C2, CC(=O)O, Cl[Ni]Cl, [K+], [K+], [K+], O, OCCCP(CCCO)CCCO, O=P([O-])([O-])[O-], COC(=O)c1ccc2cc(S(=O)(=O)c3ccc(C)cc3)ccc2c1. The product is COC(=O)c1ccc2cc(-c3ccc(OC)c(C45CC6CC(CC(C6)C4)C5)c3)ccc2c1. Reaction SMILES: [CH2:75]1[O:76][CH2:77][CH2:78][CH2:79]1.[CH3:46][O:47][c:48]1[c:49]([C:57]23[CH2:58][CH:59]4[CH2:60][CH:61]([CH2:62][CH:63]([CH2:64]2)[CH2:65]4)[CH2:66]3)[cH:50][c:51]([B:54]([OH:55])[OH:56])[cH:52][cH:53]1.[CH3:70][C:71](=[O:72])[OH:73].[Cl:67][Ni:68][Cl:69].[K+:43].[K+:44].[K+:45].[OH2:74].[OH:1][CH2:2][CH2:3][CH2:4][P:5]([CH2:6][CH2:7][CH2:8][OH:9])[CH2:10][CH2:11][CH2:12][OH:13].[P:38]([O-:39])([O-:40])([O-:41])=[O:42].[S:14]([c:15]1[cH:16][cH:17][c:18]([CH3:19])[cH:20][cH:21]1)(=[O:22])(=[O:23])[c:24]1[cH:25][c:26]2[cH:27][cH:28][c:29]([C:34](=[O:35])[O:36][CH3:37])[cH:30][c:31]2[cH:32][cH:33]1>>[c:24]1(-[c:51]2[cH:50][c:49]([C:57]34[CH2:58][CH:59]5[CH2:60][CH:61]([CH2:62][CH:63]([CH2:64]3)[CH2:65]5)[CH2:66]4)[c:48]([O:47][CH3:46])[cH:53][cH:52]2)[cH:25][c:26]2[cH:27][cH:28][c:29]([C:34](=[O:35])[O:36][CH3:37])[cH:30][c:31]2[cH:32][cH:33]1. The reactants are CCCC[N+](CCCC)(CCCC)CCCC, COc1cc(Cl)nc(Oc2cccc(Oc3nc(OC)cc(OC)n3)c2C(=O)OCC[Si](C)(C)C)n1, [F-], [K+], CN(C)C=O, O, O, O, O, O=S(=O)([O-])O. The product is COc1cc(Cl)nc(Oc2cccc(Oc3nc(OC)cc(OC)n3)c2C(=O)O)n1. RXN SMILES: [CH2:41]([N+:42]([CH2:43][CH2:44][CH2:45][CH3:46])([CH2:47][CH2:48][CH2:49][CH3:50])[CH2:51][CH2:52][CH2:53][CH3:54])[CH2:55][CH2:56][CH3:57].[Cl:1][c:2]1[n:3][c:4]([O:10][c:11]2[c:12]([C:13](=[O:14])[O:15][CH2:16][CH2:17][Si:18]([CH3:19])([CH3:20])[CH3:21])[c:22]([O:26][c:27]3[n:28][c:29]([O:35][CH3:36])[cH:30][c:31]([O:33][CH3:34])[n:32]3)[cH:23][cH:24][cH:25]2)[n:5][c:6]([O:8][CH3:9])[cH:7]1.[F-:40].[K+:64].[O:65]=[CH:66][N:67]([CH3:68])[CH3:69].[OH2:37].[OH2:38].[OH2:39].[OH2:58].[S:59]([O-:60])([OH:61])(=[O:62])=[O:63]>>[Cl:1][c:2]1[n:3][c:4]([O:10][c:11]2[c:12]([C:13](=[O:14])[OH:15])[c:22]([O:26][c:27]3[n:28][c:29]([O:35][CH3:36])[cH:30][c:31]([O:33][CH3:34])[n:32]3)[cH:23][cH:24][cH:25]2)[n:5][c:6]([O:8][CH3:9])[cH:7]1. The reactants are O=C(N=C=S)c1ccccc1, CCCCCC, CCC(N)(CC)CO, C1CCOC1. The product is CCC(CC)(CO)NC(=S)NC(=O)c1ccccc1. As a reaction SMILES: [C:1]([c:2]1[cH:3][cH:4][cH:5][cH:6][cH:7]1)(=[O:8])[N:9]=[C:10]=[S:11].[CH3:20][CH2:21][CH2:22][CH2:23][CH2:24][CH3:25].[NH2:12][C:13]([CH2:14][OH:15])([CH2:16][CH3:17])[CH2:18][CH3:19].[O:26]1[CH2:27][CH2:28][CH2:29][CH2:30]1>>[C:1]([c:2]1[cH:3][cH:4][cH:5][cH:6][cH:7]1)(=[O:8])[NH:9][C:10](=[S:11])[NH:12][C:13]([CH2:14][OH:15])([CH2:16][CH3:17])[CH2:18][CH3:19]. The reactants are ethyl ester, C(C1=CC=CC=C1)SCC[C@H](N)C(=O)O (S-benzylhomocysteine), [H-].[H-].[H-].[H-].[Li+].[Al+3] (LiAlH4). The solvent is CCOCC (ether), CCOCC (ether). Conditions: time 1 hour. Yields the product C(C1=CC=CC=C1)SCC[C@H](N)CO (S-benzylhomocysteinol). As a reaction SMILES: [H-].[H-].[H-].[H-].[Li+].[Al+3].[CH2:7]([S:14][CH2:15][CH2:16][C@@H:17]([C:19](O)=[O:20])[NH2:18])[C:8]1[CH:13]=[CH:12][CH:11]=[CH:10][CH:9]=1>CCOCC>[CH2:7]([S:14][CH2:15][CH2:16][C@@H:17]([CH2:19][OH:20])[NH2:18])[C:8]1[CH:13]=[CH:12][CH:11]=[CH:10][CH:9]=1 |f:0.1.2.3.4.5|. Procedure: To a suspension of 43 g of LiAlH4 (4 times the theoretical amount) in 1000 ml of anhydrous ether brought to reflux under mechanical agitation, there is added a solution of 144 g of the ethyl ester of the S-benzylhomocysteine in 600 ml of anhydrous ether at a speed such that the reaction mixture continues to boil. After the end of the addition, refluxing is continued for 1 hour. The reactants are C(C)(=O)OC1CCCCC=2C1=NC(=C(C2)C(=O)OCC)C (ethyl 9-acetoxy-2-methyl-6,7,8,9-tetrahydro-5H-cyclohepta[b]pyridine-3-carboxylate), Cl.NC(=N)N (guanidine hydrochloride). The product is OC1CCCCC=2C1=NC(=C(C2)C(=O)NC(=N)N)C (9-Hydroxy-2-methyl-6,7,8,9-tetrahydro-5H-cyclohepta[b]pyridine-3-carbonylguanidine). Isolated yield 58.5%. Reaction SMILES: C([O:4][CH:5]1[C:11]2=[N:12][C:13]([CH3:21])=[C:14]([C:16](OCC)=[O:17])[CH:15]=[C:10]2[CH2:9][CH2:8][CH2:7][CH2:6]1)(=O)C.Cl.[NH2:23][C:24]([NH2:26])=[NH:25]>>[OH:4][CH:5]1[C:11]2=[N:12][C:13]([CH3:21])=[C:14]([C:16]([NH:25][C:24]([NH2:26])=[NH:23])=[O:17])[CH:15]=[C:10]2[CH2:9][CH2:8][CH2:7][CH2:6]1 |f:1.2|. Procedure: When the method of Inventive Example 1 was repeated using ethyl 9-acetoxy-2-methyl-6,7,8,9-tetrahydro-5H-cyclohepta[b]pyridine-3-carboxylate (450.0 mg, 1.55 mmol) and guanidine hydrochloride (2.67 g, 28.0 mmol), hydrolysis of the acetoxy group occurred at the same time, and the title compound (237.8 mg, 58.9%) was obtained as white powder. RXN SMILES: [S:1]1[CH:5]=[CH:4][CH:3]=[C:2]1[C:6](=[O:10])[CH2:7][CH2:8][Cl:9].[BH4-].[Na+]>C(O)C>[Cl:9][CH2:8][CH2:7][CH:6]([C:2]1[S:1][CH:5]=[CH:4][CH:3]=1)[OH:10] |f:1.2|. Starting materials: S1C(=CC=C1)C(CCCl)=O (1-(2-thienyl)-3-chloropropan-1-one), [BH4-].[Na+] (sodium borohydride). The solvent is C(C)O (ethanol). Yields the product ClCCC(O)C=1SC=CC1 (3-chloro-1-(2-thienyl)-1-propanol), halogen. Procedure details: For example, a method is known wherein 1-(2-thienyl)-3-chloropropan-1-one is reduced using sodium borohydride in ethanol to obtain 3-chloro-1-(2-thienyl)-1-propanol, halogen exchange is subsequently conducted in acetone using sodium iodide to obtain 3-iodo-1-(2-thienyl)-1-propanol, and then this is reacted with a monomethylamine aqueous solution in tetrahydrofuran (CHIRALITY, 12, 26-29 (2000)). However, since the raw material used in this method is 1-(2-thienyl)-3-chloropropan-1-one, which is a ... Starting materials: C(C)N1C2=C(N(C(C3=C1N=CC(=C3)CCOC3=C(C=C(C(=O)OC)C=C3)C)=O)C)C=CC=N2 (methyl 4-[2-(11-ethyl-6,11-dihydro-5-methyl-6-oxo-5H-dipyrido[3,2-b:2′,3′-e][1,4]diazepin-8-yl)ethoxy]-3-methylbenzoate), [OH-].[Na+] (NaOH), Cl (HCl). The solvent is CO (MeOH), C1CCOC1 (THF). The product is C(C)N1C2=C(N(C(C3=C1N=CC(=C3)CCOC3=C(C=C(C(=O)O)C=C3)C)=O)C)C=CC=N2 (4-[2-(11-Ethyl-6,11-dihydro-5-methyl-6-oxo-5H-dipyrido[3,2-b:2′,3′-e][1,4]diazepin-8-yl)ethoxy]-3-methylbenzoic acid). The yield is 84.1%. Reaction SMILES: [CH2:1]([N:3]1[C:9]2[N:10]=[CH:11][C:12]([CH2:14][CH2:15][O:16][C:17]3[CH:26]=[CH:25][C:20]([C:21]([O:23]C)=[O:22])=[CH:19][C:18]=3[CH3:27])=[CH:13][C:8]=2[C:7](=[O:28])[N:6]([CH3:29])[C:5]2[CH:30]=[CH:31][CH:32]=[N:33][C:4]1=2)[CH3:2].[OH-].[Na+].Cl>CO.C1COCC1>[CH2:1]([N:3]1[C:9]2[N:10]=[CH:11][C:12]([CH2:14][CH2:15][O:16][C:17]3[CH:26]=[CH:25][C:20]([C:21]([OH:23])=[O:22])=[CH:19][C:18]=3[CH3:27])=[CH:13][C:8]=2[C:7](=[O:28])[N:6]([CH3:29])[C:5]2[CH:30]=[CH:31][CH:32]=[N:33][C:4]1=2)[CH3:2] |f:1.2|. Procedure: A solution of methyl 4-[2-(11-ethyl-6,11-dihydro-5-methyl-6-oxo-5H-dipyrido[3,2-b:2′,3′-e][1,4]diazepin-8-yl)ethoxy]-3-methylbenzoate (471 mg, 1.05 mmol) and aqueous 1 N NaOH solution (5.0 mL, 5.0 mmol) in MeOH (10 mL) and THF (5 mL) was heated to 50° C. for 5 h. Aqueous 1 N HCl solution (6 mL) was added to the cooled reaction mixture. The resulting suspension was filtered and the solid was washed with water and dried to give the title compound (382 mg, 83% yield) as a white solid. Reactants: CC(=O)[O-], CC(=O)[O-], CCCCCCCCCCCCCC(=O)O, CCOC(C)=O, Cc1ccccc1, Cl, [Cu+2], COC(=O)c1ccc(I)cc1N, OB(O)c1ccc(F)cc1, Cc1cccc(C)n1. Product: COC(=O)c1ccc(I)cc1Nc1ccc(F)cc1. As a reaction SMILES: [C:48]([O-:49])(=[O:50])[CH3:51].[C:53]([O-:54])(=[O:55])[CH3:56].[CH3:11][CH2:12][CH2:13][CH2:14][CH2:15][CH2:16][CH2:17][CH2:18][CH2:19][CH2:20][CH2:21][CH2:22][CH2:23][C:24](=[O:25])[OH:26].[CH3:57][CH2:58][O:59][C:60](=[O:61])[CH3:62].[CH3:63][c:64]1[cH:65][cH:66][cH:67][cH:68][cH:69]1.[ClH:47].[Cu+2:52].[NH2:35][c:36]1[c:37]([C:38](=[O:39])[O:40][CH3:41])[cH:42][cH:43][c:44]([I:46])[cH:45]1.[OH:1][B:2]([OH:3])[c:4]1[cH:5][cH:6][c:7]([F:8])[cH:9][cH:10]1.[n:27]1[c:28]([CH3:29])[cH:30][cH:31][cH:32][c:33]1[CH3:34]>>[c:4]1([NH:35][c:36]2[c:37]([C:38](=[O:39])[O:40][CH3:41])[cH:42][cH:43][c:44]([I:46])[cH:45]2)[cH:5][cH:6][c:7]([F:8])[cH:9][cH:10]1.